From a dataset of the Open Reaction Database (ORD), a public repository of structured organic reaction records. describe an organic reaction: reactants, conditions, products, and yield Starting materials: C1(=CC=CC=C1)[Li] (phenyllithium), [Cl-].[NH4+] (ammonium chloride), COC1=CC=C2CCC(C2=C1)=O (6-methoxy-l-indanone), C1(=CC=CC=C1)[Li] (phenyllithium). The solvent is C1CCCCC1.CCOCC (cyclohexane ether), CCOCC (ether). Run at time 1 hour. Yields the product COC1=CC=C2CCC(C2=C1)(O)C1=CC=CC=C1 (6-methoxy-1-phenyl-indan-1-ol). Reaction SMILES: [CH3:1][O:2][C:3]1[CH:11]=[C:10]2[C:6]([CH2:7][CH2:8][C:9]2=[O:12])=[CH:5][CH:4]=1.[C:13]1([Li])[CH:18]=[CH:17][CH:16]=[CH:15][CH:14]=1.[Cl-].[NH4+]>CCOCC.C1CCCCC1.CCOCC>[CH3:1][O:2][C:3]1[CH:11]=[C:10]2[C:6]([CH2:7][CH2:8][C:9]2([C:13]2[CH:18]=[CH:17][CH:16]=[CH:15][CH:14]=2)[OH:12])=[CH:5][CH:4]=1 |f:2.3,5.6|. Procedure: To a solution of 20 g (0.123 mol) of 6-methoxy-l-indanone in 500 mL of ether cooled to -20° C. was added 72 mL (0.129 mol) of 1.8M phenyllithium in cyclohexane/ether and the mixture was stirred at room temperature for 1 h. An additional (10 mL) phenyllithium solution was added and stirred at room temperature for 1 h. To the reaction mixture was added saturated ammonium chloride solution and the resulting mixture was extracted with ethyl acetate (3×250 mL), and the organic layer was dried over so...